Dataset: the Open Reaction Database (ORD), a public repository of structured organic reaction records. Task: describe an organic reaction: reactants, conditions, products, and yield Reactants: O[Li].O (LiOH-hydrate), C(C1=CC=CC=C1)OCC(C(C(C(C(=O)OC)C)=O)C)=O (methyl 6-benzyloxy-2,4-dimethyl-3,5-dioxohexanoate), C1CCOC1 (THF), Cl (hydrochloric acid). Conditions: time 1.5 hour. Product: C(C)(=O)OC1=C(C(OC(=C1C)COCC1=CC=CC=C1)=O)C (4-acetyloxy-6-(benzyloxy)methyl-3,5-dimethyl-2H-pyran-2-one). As a reaction SMILES: O[Li].O.[CH2:4]([O:11][CH2:12][C:13](=[O:24])[CH:14]([CH3:23])[C:15](=[O:22])[CH:16]([CH3:21])[C:17]([O:19]C)=O)[C:5]1[CH:10]=[CH:9][CH:8]=[CH:7][CH:6]=1.Cl.C1C[O:29][CH2:28][CH2:27]1>>[C:28]([O:22][C:15]1[C:14]([CH3:23])=[C:13]([CH2:12][O:11][CH2:4][C:5]2[CH:6]=[CH:7][CH:8]=[CH:9][CH:10]=2)[O:24][C:17](=[O:19])[C:16]=1[CH3:21])(=[O:29])[CH3:27] |f:0.1|. Procedure details: An aqueous solution (6 ml) of LiOH-hydrate (64 mg) was added to a solution of methyl 6-benzyloxy-2,4-dimethyl-3,5-dioxohexanoate (430 mg) in THF (10 ml), and the mixture was stirred at room temperature for 1.5 hours. The reaction solution was neutralized with diluted hydrochloric acid, and after distilling off the volatile components under reduced pressure, extraction was performed with AcOEt at pH 3. The organic layer was dried with MgSO4 and then filtered and concentrated. Ac2O (6 ml) was adde... Starting materials: COC(=O)C(C#N)=C(SC)SC, Nc1ccc(F)cc1. The product is COC(=O)C(C#N)=C(Nc1ccc(F)cc1)SC. RXN SMILES: [CH3:9][S:10][C:11](=[C:12]([C:13](=[O:14])[O:15][CH3:16])[C:17]#[N:18])[S:19][CH3:20].[NH2:1][c:2]1[cH:3][cH:4][c:5]([F:6])[cH:7][cH:8]1>>[NH:1]([c:2]1[cH:3][cH:4][c:5]([F:6])[cH:7][cH:8]1)[C:11]([S:10][CH3:9])=[C:12]([C:13](=[O:14])[O:15][CH3:16])[C:17]#[N:18]. Reactants: CC1(C)CC(OC(=O)c2ccccc2)CC(C)(C)N1O, C=CC(=O)OC1CC(C)(C)N(OCCCCCCCC)C(C)(C)C1, CC(C)(C)[O-], [K+], [Mg+2], O=S(=O)([O-])[O-], C1CCOC1. Yields the product CCCCCCCCON1C(C)(C)CC(OC(=O)CCON2C(C)(C)CC(OC(=O)c3ccccc3)CC2(C)C)CC1(C)C. Reaction SMILES: [C:1]([c:2]1[cH:3][cH:4][cH:5][cH:6][cH:7]1)(=[O:8])[O:9][CH:10]1[CH2:11][C:12]([CH3:19])([CH3:20])[N:13]([OH:18])[C:14]([CH3:16])([CH3:17])[CH2:15]1.[C:27]([CH:28]=[CH2:29])(=[O:30])[O:31][CH:32]1[CH2:33][C:34]([CH3:49])([CH3:50])[N:35]([O:40][CH2:41][CH2:42][CH2:43][CH2:44][CH2:45][CH2:46][CH2:47][CH3:48])[C:36]([CH3:38])([CH3:39])[CH2:37]1.[CH3:51][C:52]([CH3:53])([O-:54])[CH3:55].[K+:56].[Mg+2:21].[O-:22][S:23](=[O:24])(=[O:25])[O-:26].[O:57]1[CH2:58][CH2:59][CH2:60][CH2:61]1>>[C:1]([c:2]1[cH:3][cH:4][cH:5][cH:6][cH:7]1)(=[O:8])[O:9][CH:10]1[CH2:11][C:12]([CH3:19])([CH3:20])[N:13]([O:18][CH2:29][CH2:28][C:27](=[O:30])[O:31][CH:32]2[CH2:33][C:34]([CH3:49])([CH3:50])[N:35]([O:40][CH2:41][CH2:42][CH2:43][CH2:44][CH2:45][CH2:46][CH2:47][CH3:48])[C:36]([CH3:38])([CH3:39])[CH2:37]2)[C:14]([CH3:16])([CH3:17])[CH2:15]1.